Dataset: the Open Reaction Database (ORD), a public repository of structured organic reaction records. Task: describe an organic reaction: reactants, conditions, products, and yield Starting materials: O=C(Cl)CCC1CCCC1, CC(Cl)Cl, Nc1cc2c(cc1[N+](=O)[O-])C(=O)CC2, c1ccncc1. Yields the product O=C(CCC1CCCC1)Nc1cc2c(cc1[N+](=O)[O-])C(=O)CC2. Reaction SMILES: [CH:21]1([CH2:26][CH2:27][C:28](=[O:29])[Cl:30])[CH2:22][CH2:23][CH2:24][CH2:25]1.[Cl:31][CH:32]([Cl:33])[CH3:34].[NH2:7][c:8]1[cH:9][c:10]2[c:14]([cH:15][c:16]1[N+:17](=[O:18])[O-:19])[C:13](=[O:20])[CH2:12][CH2:11]2.[cH:1]1[cH:2][cH:3][n:4][cH:5][cH:6]1>>[NH:7]([c:8]1[cH:9][c:10]2[c:14]([cH:15][c:16]1[N+:17](=[O:18])[O-:19])[C:13](=[O:20])[CH2:12][CH2:11]2)[C:28]([CH2:27][CH2:26][CH:21]1[CH2:22][CH2:23][CH2:24][CH2:25]1)=[O:29]. Reactants: [H-].[Na+] (NaH), BrC=1C=CC=C2C(=C(NC12)C(=O)OCC)CCCOC1=CC=CC2=CC=CC=C12 (ethyl 7-bromo-3-(3-(naphthalen-1-yloxy)propyl)-1H-indole-2-carboxylate), COCCl (chloromethyl methyl ether). Run in C1CCOC1 (THF). Conditions: time 30 minute. Product: BrC=1C=CC=C2C(=C(N(C12)COC)C(=O)OCC)CCCOC1=CC=CC2=CC=CC=C12 (ethyl 7-bromo-1-(methoxymethyl)-3-(3-(naphthalen-1-yloxy)propyl)-1H-indole-2-carboxylate). As a reaction SMILES: [Br:1][C:2]1[CH:3]=[CH:4][CH:5]=[C:6]2[C:10]=1[NH:9][C:8]([C:11]([O:13][CH2:14][CH3:15])=[O:12])=[C:7]2[CH2:16][CH2:17][CH2:18][O:19][C:20]1[C:29]2[C:24](=[CH:25][CH:26]=[CH:27][CH:28]=2)[CH:23]=[CH:22][CH:21]=1.[H-].[Na+].[CH3:32][O:33][CH2:34]Cl>C1COCC1>[Br:1][C:2]1[CH:3]=[CH:4][CH:5]=[C:6]2[C:10]=1[N:9]([CH2:32][O:33][CH3:34])[C:8]([C:11]([O:13][CH2:14][CH3:15])=[O:12])=[C:7]2[CH2:16][CH2:17][CH2:18][O:19][C:20]1[C:29]2[C:24](=[CH:25][CH:26]=[CH:27][CH:28]=2)[CH:23]=[CH:22][CH:21]=1 |f:1.2|. Procedure: To an ice bath cooled mixture of EXAMPLE 1C (2.0 g) in THF (20 mL) was added 60% oily NaH (265 mg). The mixture was stirred for 30 minutes before adding chloromethyl methyl ether (0.54 mL). The mixture was stirred for 3 hours and overnight at room temperature, quenched by adding saturated NH4Cl mixture and extracted with diethylether. The extract was washed with water and brine and dried (Na2SO4), filtered and concentrated. The concentrate was purified with flash column chromotography on silica ... Reactants: CN=C=O (methyl isocyanate), O (Water), C(C)(=O)OCC (ethyl acetate), C(C)(C)(C)OC(=O)NC(COC1=NOC2=C1C=C(C=C2)Cl)CO (3-(2-tert-butoxycarbonylamino-3-hydroxypropoxy)-5-chloro-1,2-benzoisoxazole), cuprous chloride. The solvent is C(Cl)Cl (methylene chloride), CN(C=O)C (N,N-dimethylformamide). Yields the product C(C)(C)(C)OC(=O)NC(COC1=NOC2=C1C=C(C=C2)Cl)COC(=O)NC (3-(2-tert-butoxycarbonylamino-3-methylaminocarbonyloxypropoxy)-5-chloro-1,2-benzoisoxazole). Reaction SMILES: [C:1]([O:5][C:6]([NH:8][CH:9]([CH2:22][OH:23])[CH2:10][O:11][C:12]1[C:16]2[CH:17]=[C:18]([Cl:21])[CH:19]=[CH:20][C:15]=2[O:14][N:13]=1)=[O:7])([CH3:4])([CH3:3])[CH3:2].[CH3:24][N:25]=[C:26]=[O:27].O.C(OCC)(=O)C>CN(C)C=O.C(Cl)Cl>[C:1]([O:5][C:6]([NH:8][CH:9]([CH2:22][O:23][C:26]([NH:25][CH3:24])=[O:27])[CH2:10][O:11][C:12]1[C:16]2[CH:17]=[C:18]([Cl:21])[CH:19]=[CH:20][C:15]=2[O:14][N:13]=1)=[O:7])([CH3:4])([CH3:3])[CH3:2]. Reported procedure: To a solution of 0.50 g of 3-(2-tert-butoxycarbonylamino-3-hydroxypropoxy)-5-chloro-1,2-benzoisoxazole in 5 ml of N,N-dimethylformamide is added 0.14 g of cuprous chloride. To this solution is added a solution of 0.13 g of methyl isocyanate in 5 ml of methylene chloride at 20°-25° C., and they are further subjected to reaction at the same temperature for 30 minutes. Water and ethyl acetate are added to the reaction mixture, and after shaking, the organic layer is separated. The separated organic... Starting materials: COC(C(CCC=C)(C1=CC(=CC=C1)F)CCC=C)=O (2-but-3-enyl-2-(3-fluoro-phenyl)-hex-5-enoic acid methyl ester). The reagents and catalysts are Cl[Ru](Cl)([P](C1CCCCC1)(C2CCCCC2)C3CCCCC3)([P](C4CCCCC4)(C5CCCCC5)C6CCCCC6)=CC7=CC=CC=C7 (Grubbs Catalyst). Run in ClCCl (dichloromethane). Yields the product COC(=O)C1(CCC=CCC1)C1=CC(=CC=C1)F (1-(3-Fluoro-phenyl)-cyclohept-4-enecarboxylic acid methyl ester). Yield: 80.1%. Reaction SMILES: [CH3:1][O:2][C:3](=[O:20])[C:4]([CH2:16][CH2:17][CH:18]=[CH2:19])([C:9]1[CH:14]=[CH:13][CH:12]=[C:11]([F:15])[CH:10]=1)[CH2:5][CH2:6]C=C>ClCCl.Cl[Ru](=CC1C=CC=CC=1)([P](C1CCCCC1)(C1CCCCC1)C1CCCCC1)([P](C1CCCCC1)(C1CCCCC1)C1CCCCC1)Cl>[CH3:1][O:2][C:3]([C:4]1([C:9]2[CH:14]=[CH:13][CH:12]=[C:11]([F:15])[CH:10]=2)[CH2:5][CH2:6][CH:19]=[CH:18][CH2:17][CH2:16]1)=[O:20] |^1:32,51|. Procedure details: To 2-but-3-enyl-2-(3-fluoro-phenyl)-hex-5-enoic acid methyl ester (Example 12a) (5.0 g) in dichloromethane (100 mL) was added Grubbs Catalyst (2nd Generation, Sigma-Aldrich Company Ltd) (0.05 g). The mixture was warmed to reflux under nitrogen. After 20 hours the reaction was cooled to room temperature, evaporated to an oil and purified by column chromatography on silica eluting with ethyl acetate/isohexane (5/95) to yield an oil. Analysis of the product showed that significant amounts of starti...